From a dataset of the Open Reaction Database (ORD), a public repository of structured organic reaction records. describe an organic reaction: reactants, conditions, products, and yield The reactants are C([O-])([O-])=O.[K+].[K+] (potassium carbonate), COC=1C=C(C=CC1N1C=NC(=C1)C)N (3-methoxy-4-(4-methyl-imidazol-1-yl)-phenylamine), C(C1=CC=CC=C1)(=O)N=C=S (benzoyl isothiocyanate). Solvent: O (water), C1CCOC1 (THF). Reaction conditions: time 2 hour. Yields the product COC=1C=C(C=CC1N1C=NC(=C1)C)NC(=S)N ([3-Methoxy-4-(4-methyl-imidazol-1-yl)-phenyl]-thiourea), solid. Yield: 76.0%. RXN SMILES: [CH3:1][O:2][C:3]1[CH:4]=[C:5]([NH2:15])[CH:6]=[CH:7][C:8]=1[N:9]1[CH:13]=[C:12]([CH3:14])[N:11]=[CH:10]1.C([N:24]=[C:25]=[S:26])(=O)C1C=CC=CC=1.C(=O)([O-])[O-].[K+].[K+]>C1COCC1.O>[CH3:1][O:2][C:3]1[CH:4]=[C:5]([NH:15][C:25]([NH2:24])=[S:26])[CH:6]=[CH:7][C:8]=1[N:9]1[CH:13]=[C:12]([CH3:14])[N:11]=[CH:10]1 |f:2.3.4|. Reported procedure: To a solution of 3-methoxy-4-(4-methyl-imidazol-1-yl)-phenylamine (500 mg, 2.46 mmol) in THF (30 ml) at 0° C. was slowly added benzoyl isothiocyanate (0.366 ml, 2.583 mmol) and the reaction mixture was stirred at rt for 2 hours. The solvents were evaporated and the residue was dissolved in methanol (50 ml). A solution of potassium carbonate (1.02 g, 7.38 mmol) in water (23 ml) was added dropwise at rt, the reaction mixture was stirred for 3 h at rt. The methanol was evaporated, water (10 ml) was... Reactants: [N+](=O)([O-])C1=CC=2C(C3=CC=CC=C3C(C2C=C1)=O)=O (2-nitroanthraquinone), small glass. The reagents and catalysts are [C].[Pd] (palladium-carbon). Run in O (water). Conditions: temperature 100 celsius. The product is NC1=CC=2C(C3=CC=CC=C3C(C2C=C1)=O)=O (2-aminoanthraquinone). Isolated yield 98.6%. Reaction SMILES: [N+:1]([C:4]1[CH:17]=[CH:16][C:15]2[C:14](=[O:18])[C:13]3[C:8](=[CH:9][CH:10]=[CH:11][CH:12]=3)[C:7](=[O:19])[C:6]=2[CH:5]=1)([O-])=O>[C].[Pd].O>[NH2:1][C:4]1[CH:17]=[CH:16][C:15]2[C:14](=[O:18])[C:13]3[C:8](=[CH:9][CH:10]=[CH:11][CH:12]=3)[C:7](=[O:19])[C:6]=2[CH:5]=1 |f:1.2|. Reported procedure: 2.5 g (0.01 mole) of 2-nitroanthraquinone (purity above 99%) containing about 10% of particles having a particle diameter of more than 100 microns was placed in a 200 ml. electromagnetically stirred autoclave together with 25 g of small glass balls each with a diameter of 1 mm, 75 g of water and 0.025 g of 5% palladium-carbon. The inside of the autoclave was purged with hydrogen, and then, the 2-nitroanthraquinone was hydrogenated with stirring at a temperature of 100° C. and a pressure of 2 to ...